Task: describe an organic reaction: reactants, conditions, products, and yield. Dataset: the Open Reaction Database (ORD), a public repository of structured organic reaction records Starting materials: N1(CCOCC1)C#N (4-morpholinecarbonitrile), C[O-].[Na+] (sodium methoxide). The solvent is CO (methanol). Product: N1(CCOCC1)C(OC)=N (methyl 4-morpholinecarboximidate). As a reaction SMILES: [N:1]1([C:7]#[N:8])[CH2:6][CH2:5][O:4][CH2:3][CH2:2]1.[CH3:9][O-:10].[Na+]>CO>[N:1]1([C:7](=[NH:8])[O:10][CH3:9])[CH2:6][CH2:5][O:4][CH2:3][CH2:2]1 |f:1.2|. Procedure details: In the manner given in Example 2, 4-morpholinecarbonitrile is treated with sodium methoxide in methanol to give methyl 4-morpholinecarboximidate. Starting materials: N#CC=Cc1cccc(N)c1, O=C(O)c1ccc(-c2ccccc2)o1. Reaction SMILES: [NH2:15][c:16]1[cH:17][c:18]([CH:22]=[CH:23][C:24]#[N:25])[cH:19][cH:20][cH:21]1.[c:1]1(-[c:7]2[cH:8][cH:9][c:10]([C:12](=[O:13])[OH:14])[o:11]2)[cH:2][cH:3][cH:4][cH:5][cH:6]1>>[c:1]1(-[c:7]2[cH:8][cH:9][c:10]([C:12](=[O:14])[NH:15][c:16]3[cH:17][c:18]([CH:22]=[CH:23][C:24]#[N:25])[cH:19][cH:20][cH:21]3)[o:11]2)[cH:2][cH:3][cH:4][cH:5][cH:6]1. The product is N#CC=Cc1cccc(NC(=O)c2ccc(-c3ccccc3)o2)c1. The reactants are COC(=O)OC, O=C1CCCCC2C3C=CC(CC3)C12, Cl, [H-], [Na+], C1CCOC1. Yields the product COC(=O)C1CCCC2C3C=CC(CC3)C2C1=O. As a reaction SMILES: [CH3:3][O:4][C:5]([O:6][CH3:7])=[O:8].[CH:9]12[CH:10]=[CH:11][CH:12]([CH:13]3[CH:14]1[CH2:15][CH2:16][CH2:17][CH2:18][C:19]3=[O:20])[CH2:21][CH2:22]2.[ClH:23].[H-:1].[Na+:2].[O:24]1[CH2:25][CH2:26][CH2:27][CH2:28]1>>[C:5]([O:6][CH3:7])(=[O:8])[CH:18]1[CH2:17][CH2:16][CH2:15][CH:14]2[CH:9]3[CH:10]=[CH:11][CH:12]([CH:13]2[C:19]1=[O:20])[CH2:21][CH2:22]3. Starting materials: C(C)(C)[N-]C(C)C.[Li+] (lithium diisopropylamide), C1(=CC=CC2=CC=CC=C12)C1=C2CCC(C2=CC=C1)=O (4-(naphthalen-1-yl)-2,3-dihydro-1H-inden-1-one), BrCC1=CC=C(C(=O)OC)C=C1 (methyl 4-(bromomethyl)benzoate). The solvent is C1CCOC1 (THF), C1CCOC1 (THF). Run at temperature 0 celsius, time 1 hour. Yields the product C1(=CC=CC2=CC=CC=C12)C1=C2CC(C(C2=CC=C1)=O)CC1=CC=C(C(=O)OC)C=C1 (methyl 4-((4-(naphthalen-1-yl)-1-oxo-2,3-dihydro-1H-inden-2-yl)methyl)benzoate). Isolated yield 13.3%. As a reaction SMILES: C([N-]C(C)C)(C)C.[Li+].[C:9]1([C:19]2[CH:27]=[CH:26][CH:25]=[C:24]3[C:20]=2[CH2:21][CH2:22][C:23]3=[O:28])[C:18]2[C:13](=[CH:14][CH:15]=[CH:16][CH:17]=2)[CH:12]=[CH:11][CH:10]=1.Br[CH2:30][C:31]1[CH:40]=[CH:39][C:34]([C:35]([O:37][CH3:38])=[O:36])=[CH:33][CH:32]=1>C1COCC1>[C:9]1([C:19]2[CH:27]=[CH:26][CH:25]=[C:24]3[C:20]=2[CH2:21][CH:22]([CH2:30][C:31]2[CH:40]=[CH:39][C:34]([C:35]([O:37][CH3:38])=[O:36])=[CH:33][CH:32]=2)[C:23]3=[O:28])[C:18]2[C:13](=[CH:14][CH:15]=[CH:16][CH:17]=2)[CH:12]=[CH:11][CH:10]=1 |f:0.1|. Procedure details: A solution of lithium diisopropylamide (2.0 M in THF, 0.50 mL, 1.0 mmol) was added to a solution of 4-(naphthalen-1-yl)-2,3-dihydro-1H-inden-1-one (254 mg, 0.98 mmol) in THF (3.4 mL) at −78° C. After 1 h at −78° C., a solution of methyl 4-(bromomethyl)benzoate (230 mg, 1.0 mmol) in THF (1.7 mL) was added via cannula. After 1 h at −78° C., the mixture was allowed to slowly warm to 0° C. After 30 min at 0° C., the reaction was quenched with saturated aqueous NH4Cl (25 mL), diluted with water (10 m... Reactants: C(C)OC(C1=CC(=C(C=C1)NC1=CC(=CC=C1)CO)[N+](=O)[O-])=O (4-(3-Hydroxymethyl-phenylamino)-3-nitro-benzoic acid ethyl ester). The reagents and catalysts are [Pd] (Pd—C). Run in CO (methanol). Yields the product C(C)OC(C1=CC(=C(C=C1)NC1=CC(=CC=C1)CO)N)=O (3-Amino-4-(3-hydroxymethyl-phenylamino)-benzoic acid ethyl ester). Yield: 99.0%. As a reaction SMILES: [CH2:1]([O:3][C:4](=[O:23])[C:5]1[CH:10]=[CH:9][C:8]([NH:11][C:12]2[CH:17]=[CH:16][CH:15]=[C:14]([CH2:18][OH:19])[CH:13]=2)=[C:7]([N+:20]([O-])=O)[CH:6]=1)[CH3:2]>CO.[Pd]>[CH2:1]([O:3][C:4](=[O:23])[C:5]1[CH:10]=[CH:9][C:8]([NH:11][C:12]2[CH:17]=[CH:16][CH:15]=[C:14]([CH2:18][OH:19])[CH:13]=2)=[C:7]([NH2:20])[CH:6]=1)[CH3:2]. Reported procedure: A solution of compound 5 (10 g, 30 mmol) in dry methanol (80 mL) was hydrogenated using Pd—C (1.0 g) as the catalyst (reaction monitored by TLC). The reaction mixture was filtered through celite. The filter cake was washed with methanol and the combined filtrate and washings were concentrated under reduced pressure to afford compound 6 (8.5 g, 93%) as a solid, which was taken as such for the next step. The reactants are C(C)(C)(C)OC(NC1=C(C=C(C=C1)C#CC=1SC=CN1)[N+](=O)[O-])=O ((2-Nitro-4-thiazol-2-ylethynyl-phenyl)-carbamic acid tert.-butyl ester), O.O.Cl[Sn]Cl (SnCl2.2H2O). Yields the product C(C)(C)(C)OC(NC1=C(C=C(C=C1)C#CC=1SC=CN1)N)=O ((2-Amino-4-thiazol-2-ylethynyl-phenyl)-carbamic acid tert.-butyl ester). The yield is 58.0%. RXN SMILES: [C:1]([O:5][C:6](=[O:24])[NH:7][C:8]1[CH:13]=[CH:12][C:11]([C:14]#[C:15][C:16]2[S:17][CH:18]=[CH:19][N:20]=2)=[CH:10][C:9]=1[N+:21]([O-])=O)([CH3:4])([CH3:3])[CH3:2].O.O.Cl[Sn]Cl>>[C:1]([O:5][C:6](=[O:24])[NH:7][C:8]1[CH:13]=[CH:12][C:11]([C:14]#[C:15][C:16]2[S:17][CH:18]=[CH:19][N:20]=2)=[CH:10][C:9]=1[NH2:21])([CH3:4])([CH3:2])[CH3:3] |f:1.2.3|. Procedure: Prepared from (2-nitro-4-thiazol-2-ylethynyl-phenyl)-carbamic acid tert.-butyl ester (Example F7) (205 mg, 0.59 mmol) by reduction with SnCl2.2H2O (668 mg, 2.95 mmol) according to the general procedure G (method b). Obtained as a yellow solid (108 mg). Reactants: ClCCl, O=C(O)C(F)(F)F, Cc1ccc(S(=O)(=O)n2cc(CN3CCCC4(CCN(C(=O)OC(C)(C)C)CC4)C3=O)c3ccccc32)cc1. The product is Cc1ccc(S(=O)(=O)n2cc(CN3CCCC4(CCNCC4)C3=O)c3ccccc32)cc1. RXN SMILES: [Cl:47][CH2:48][Cl:49].[F:40][C:41]([F:42])([F:43])[C:44]([OH:45])=[O:46].[O:1]=[C:2]1[N:3]([CH2:20][c:21]2[cH:22][n:23]([S:30](=[O:31])(=[O:32])[c:33]3[cH:34][cH:35][c:36]([CH3:37])[cH:38][cH:39]3)[c:24]3[cH:25][cH:26][cH:27][cH:28][c:29]23)[CH2:4][CH2:5][CH2:6][C:7]12[CH2:8][CH2:9][N:10]([C:13]([O:14][C:15]([CH3:16])([CH3:17])[CH3:18])=[O:19])[CH2:11][CH2:12]2>>[O:1]=[C:2]1[N:3]([CH2:20][c:21]2[cH:22][n:23]([S:30](=[O:31])(=[O:32])[c:33]3[cH:34][cH:35][c:36]([CH3:37])[cH:38][cH:39]3)[c:24]3[cH:25][cH:26][cH:27][cH:28][c:29]23)[CH2:4][CH2:5][CH2:6][C:7]12[CH2:8][CH2:9][NH:10][CH2:11][CH2:12]2.